Dataset: the Open Reaction Database (ORD), a public repository of structured organic reaction records. Task: describe an organic reaction: reactants, conditions, products, and yield Reported procedure: 2-(2-methoxybenzyl)-benzo[b]thiophene-3-sulfonyl chloride was prepared by the method of Example 40B with sulfuryl chloride (8.4 mmoles, 0.7 ml), DMF (9.8 mmoles, 0.8 ml) and 2-(2-methoxybenzyl)benzo[b]thiophene (4.9 mmoles, 1.25 g). Flash chromatography (2% ethyl acetate/hexanes) provided 0.94 g (54%) of a yellow solid. Starting materials: S(=O)(=O)(Cl)Cl (sulfuryl chloride), CN(C)C=O (DMF), COC1=C(CC2=CC3=C(S2)C=CC=C3)C=CC=C1 (2-(2-methoxybenzyl)benzo[b]thiophene). Isolated yield 54.0%. Reaction SMILES: [S:1]([Cl:5])(Cl)(=[O:3])=[O:2].CN(C=O)C.[CH3:11][O:12][C:13]1[CH:28]=[CH:27][CH:26]=[CH:25][C:14]=1[CH2:15][C:16]1[S:20][C:19]2[CH:21]=[CH:22][CH:23]=[CH:24][C:18]=2[CH:17]=1>>[CH3:11][O:12][C:13]1[CH:28]=[CH:27][CH:26]=[CH:25][C:14]=1[CH2:15][C:16]1[S:20][C:19]2[CH:21]=[CH:22][CH:23]=[CH:24][C:18]=2[C:17]=1[S:1]([Cl:5])(=[O:3])=[O:2]. Yields the product COC1=C(CC2=C(C3=C(S2)C=CC=C3)S(=O)(=O)Cl)C=CC=C1 (2-(2-methoxybenzyl)-benzo[b]thiophene-3-sulfonyl chloride), yellow solid.